This data is from the Open Reaction Database (ORD), a public repository of structured organic reaction records. The task is: describe an organic reaction: reactants, conditions, products, and yield Starting materials: CC=1C=C(OC2=C(C=C(C#N)C=C2)[N+](=O)[O-])C=C(C1)C (4-(3,5-Dimethylphenoxy)-3-nitrobenzonitrile), S(=O)([O-])S(=O)[O-].[Na+].[Na+] (sodium hydrosulfite). Solvent: C1CCOC1 (THF), O (water). Reaction conditions: temperature 90 celsius, time 24 hour. Product: NC=1C=C(C#N)C=CC1OC1=CC(=CC(=C1)C)C (3-Amino-4-(3,5-dimethylphenoxy)benzonitrile). Yield: 95.2%. RXN SMILES: [CH3:1][C:2]1[CH:3]=[C:4]([CH:17]=[C:18]([CH3:20])[CH:19]=1)[O:5][C:6]1[CH:13]=[CH:12][C:9]([C:10]#[N:11])=[CH:8][C:7]=1[N+:14]([O-])=O.S(S([O-])=O)([O-])=O.[Na+].[Na+]>C1COCC1.O>[NH2:14][C:7]1[CH:8]=[C:9]([CH:12]=[CH:13][C:6]=1[O:5][C:4]1[CH:3]=[C:2]([CH3:1])[CH:19]=[C:18]([CH3:20])[CH:17]=1)[C:10]#[N:11] |f:1.2.3|. Procedure details: A solution of compound 21 (15.00 g, 55.91 mmol) in THF (250 mL) was added a solution of sodium hydrosulfite (58.41 g, 335.5 mmol) in water (75 mL). The reaction mixture was stirred at 90° C. After 24 hrs, the starting material was consumed as monitored with TLC (10% EtOAc in hexanes) and reaction mixture was removed from heat. The reaction mixture was concentrated in vacuo until product precipitated in remaining water. The precipitate was collected via vacuum filtration and washed with water. Th... The reactants are CN(C)C=NC1=C(C=NC=C1)O (4-[[(dimethylamino)methylene]amino]-3-pyridinol), N1CCSCC1 (thiomorpholine). Solvent: C1(=CC=CC=C1)C (toluene). Product: N1(CCSCC1)C=NC1=C(C=NC=C1)O (4-[[(4-Thiomorpholinyl)methylene]amino]-3-pyridinol). Reaction SMILES: [CH3:1][N:2]([CH:4]=[N:5][C:6]1[CH:11]=[CH:10][N:9]=[CH:8][C:7]=1[OH:12])[CH3:3].N1C[CH2:17][S:16][CH2:15]C1>C1(C)C=CC=CC=1>[N:2]1([CH:4]=[N:5][C:6]2[CH:11]=[CH:10][N:9]=[CH:8][C:7]=2[OH:12])[CH2:1][CH2:17][S:16][CH2:15][CH2:3]1. Procedure details: A mixture prepared from 4-[[(dimethylamino)methylene]amino]-3-pyridinol (5.14 g), thiomorpholine (10.5 ml, distilled from CaH2) and dry toluene (120 ml) was refluxed overnight. The reaction mixture was concentrated, triturated with diethyl ether, adhered to silica (methanol), flash chromatographed (10% methanol/ethyl acetate), and triturated with diethyl ether to yield 6.06 g of product. A 3.5 g sample was recrystallized from methanol, and dried under high vacuum and refluxing isopropanol to yie... The reactants are NC[C@H]1N(CC2(CC2)C1)C(=O)OC(C)(C)C ((S)-tert-butyl 6-(aminomethyl)-5-azaspiro[2.4]heptane-5-carboxylate), CCN(C(C)C)C(C)C (DIPEA), C(C1=CC=CC=C1)OC(=O)Cl (benzylchloroformate). The solvent is C(C)#N (acetonitrile), C(Cl)Cl (DCM). Product: C(C1=CC=CC=C1)OC(=O)NC[C@H]1N(CC2(CC2)C1)C(=O)OC(C)(C)C ((S)-tert-butyl 6-((((benzyloxy)carbonyl)amino)methyl)-5-azaspiro-[2.4]heptane-5-carboxylate). As a reaction SMILES: [NH2:1][CH2:2][C@@H:3]1[CH2:9][C:6]2([CH2:8][CH2:7]2)[CH2:5][N:4]1[C:10]([O:12][C:13]([CH3:16])([CH3:15])[CH3:14])=[O:11].CCN(C(C)C)C(C)C.[CH2:26]([O:33][C:34](Cl)=[O:35])[C:27]1[CH:32]=[CH:31][CH:30]=[CH:29][CH:28]=1>C(#N)C.C(Cl)Cl>[CH2:26]([O:33][C:34]([NH:1][CH2:2][C@@H:3]1[CH2:9][C:6]2([CH2:7][CH2:8]2)[CH2:5][N:4]1[C:10]([O:12][C:13]([CH3:16])([CH3:15])[CH3:14])=[O:11])=[O:35])[C:27]1[CH:32]=[CH:31][CH:30]=[CH:29][CH:28]=1. Procedure details: To a solution of (S)-tert-butyl 6-(aminomethyl)-5-azaspiro[2.4]heptane-5-carboxylate (prepared according to WO2011006960; 136 mg, 0.6 mmol) in acetonitrile (1.5 ml), DIPEA (156 μl, 0.9 mmol) and benzylchloroformate (100 μl, 0.7 mmol) were added. After 1 h at RT the reaction was diluted with DCM (20 ml) and washed with an aqueous satd. solution of NH4Cl; organics were evaporated to obtain an oil, which was purified on silica gel column (Cyclohexane/AcOEt from 9/1 to 7/3). Yield 168 mg, transparen... Product: CCN(Cc1ccc(C(F)(F)F)cc1)C(=O)COc1ccc(CCSc2ccccc2C(=O)OC)cc1. Reaction SMILES: [B-:39]([F:40])([F:41])([F:42])[F:43].[CH2:61]([N:62]([CH:63]([CH3:64])[CH3:65])[CH:66]([CH3:67])[CH3:68])[CH3:69].[CH3:1][O:2][C:3](=[O:4])[c:5]1[c:6]([S:11][CH2:12][CH2:13][c:14]2[cH:15][cH:16][c:17]([O:18][CH2:19][C:20](=[O:21])[OH:22])[cH:23][cH:24]2)[cH:7][cH:8][cH:9][cH:10]1.[F:25][C:26]([c:27]1[cH:28][cH:29][c:30]([CH2:31][NH:32][CH2:33][CH3:34])[cH:35][cH:36]1)([F:37])[F:38].[O:70]=[CH:71][N:72]([CH3:73])[CH3:74].[OH2:75].[n:44]1([O:45][C:46]([N:47]([CH3:48])[CH3:49])=[N+:50]([CH3:51])[CH3:52])[c:53]2[cH:54][cH:55][cH:56][cH:57][c:58]2[n:59][n:60]1>>[CH3:1][O:2][C:3](=[O:4])[c:5]1[c:6]([S:11][CH2:12][CH2:13][c:14]2[cH:15][cH:16][c:17]([O:18][CH2:19][C:20](=[O:22])[N:32]([CH2:31][c:30]3[cH:29][cH:28][c:27]([C:26]([F:25])([F:37])[F:38])[cH:36][cH:35]3)[CH2:33][CH3:34])[cH:23][cH:24]2)[cH:7][cH:8][cH:9][cH:10]1. Reactants: F[B-](F)(F)F, CCN(C(C)C)C(C)C, COC(=O)c1ccccc1SCCc1ccc(OCC(=O)O)cc1, CCNCc1ccc(C(F)(F)F)cc1, CN(C)C=O, O, CN(C)C(On1nnc2ccccc21)=[N+](C)C.